The task is: describe an organic reaction: reactants, conditions, products, and yield. This data is from the Open Reaction Database (ORD), a public repository of structured organic reaction records. Reactants: Cl.ClCC=1N=CSC1 (4-(chloromethyl)thiazole hydrochloride), N1C(=NC2=C1C=CC=C2)NC2CN(CC2)C(=O)OCC (ethyl 3-(1H-benzimidazol-2-ylamino)-1-pyrrolidinecarboxylate), C([O-])([O-])=O.[Na+].[Na+] (sodium carbonate), [I-].[K+] (potassium iodide). Run in CN(C(C)=O)C (N,N-dimethylacetamide), O (water). Run at time 3 hour. The product is S1C=NC(=C1)CN1C(=NC2=C1C=CC=C2)NC2CN(CC2)C(=O)OCC (ethyl 3-[[1-(4-thiazolylmethyl)-1H-benzimidazol-2-yl]amino]-1-pyrrolidinecarboxylate), compound 32. Isolated yield 69.9%. Reaction SMILES: [NH:1]1[C:5]2[CH:6]=[CH:7][CH:8]=[CH:9][C:4]=2[N:3]=[C:2]1[NH:10][CH:11]1[CH2:15][CH2:14][N:13]([C:16]([O:18][CH2:19][CH3:20])=[O:17])[CH2:12]1.C(=O)([O-])[O-].[Na+].[Na+].[I-].[K+].Cl.Cl[CH2:31][C:32]1[N:33]=[CH:34][S:35][CH:36]=1>O.CN(C)C(=O)C>[S:35]1[CH:36]=[C:32]([CH2:31][N:1]2[C:5]3[CH:6]=[CH:7][CH:8]=[CH:9][C:4]=3[N:3]=[C:2]2[NH:10][CH:11]2[CH2:15][CH2:14][N:13]([C:16]([O:18][CH2:19][CH3:20])=[O:17])[CH2:12]2)[N:33]=[CH:34]1 |f:1.2.3,4.5,6.7|. Reported procedure: To a stirred mixture of 5.5 parts of ethyl 3-(1H-benzimidazol-2-ylamino)-1-pyrrolidinecarboxylate, 6.4 parts of sodium carbonate, 0.1 parts of potassium iodide and 81 parts of N,N-dimethylacetamide were added portionwise 4.3 parts of 4-(chloromethyl)thiazole hydrochloride at 130° C. Upon completion, stirring was continued for 3 hours at 130° C. After cooling, the reaction mixture was poured into 450 parts of water. The product was extracted twice with methylbenzene. The combined extracts were wa... Reactants: COC1=CC=C(C=C1)O (4-methoxyphenol), BrC1=CC=C(C=C1)C1=CC=CC=C1 (4-bromobiphenyl), C([O-])([O-])=O.[Cs+].[Cs+] (cesium carbonate), CN(CC(=O)O)C (N,N-dimethylglycine), Cl (HCl). Reagents/catalysts: [Cu]I (Copper (I) iodide). Solvent: O1CCOCC1 (dioxane), O (water). Run at temperature 90 celsius, time 18 hour. The product is COC1=CC=C(OC2=CC=C(C=C2)C2=CC=CC=C2)C=C1 (4-(4-Methoxy-phenoxy)-biphenyl). Yield: 132.3%. As a reaction SMILES: [CH3:1][O:2][C:3]1[CH:8]=[CH:7][C:6]([OH:9])=[CH:5][CH:4]=1.Br[C:11]1[CH:16]=[CH:15][C:14]([C:17]2[CH:22]=[CH:21][CH:20]=[CH:19][CH:18]=2)=[CH:13][CH:12]=1.C(=O)([O-])[O-].[Cs+].[Cs+].CN(C)CC(O)=O.Cl>O1CCOCC1.O.[Cu]I>[CH3:1][O:2][C:3]1[CH:8]=[CH:7][C:6]([O:9][C:20]2[CH:21]=[CH:22][C:17]([C:14]3[CH:15]=[CH:16][CH:11]=[CH:12][CH:13]=3)=[CH:18][CH:19]=2)=[CH:5][CH:4]=1 |f:2.3.4|. Procedure details: To a solution of 4-methoxyphenol (3.99 g, 32.17 mmol) and 4-bromobiphenyl (5 g, 21.45 mmol) in anhydrous dioxane (40 mL) were added cesium carbonate (13.98 g, 42.9 mmol) and N,N-dimethylglycine.HCl (0.898 g, 6.4 mmol). The reaction mixture was flushed with nitrogen. Copper (I) iodide (0.408 g, 2.145 mmol) was added and the reaction mixture was stirred at 90° C. for 18 h under an atmosphere of nitrogen. The mixture was diluted with water (100 mL) and extracted with EtOAc (250 mL). Aqueous layer w... The reactants are BrC(Br)(Br)Br, ClCCl, O=[N+]([O-])c1ccc(CO)cc1. Yields the product O=[N+]([O-])c1ccc(CBr)cc1. RXN SMILES: [C:12]([Br:13])([Br:14])([Br:15])[Br:16].[Cl:17][CH2:18][Cl:19].[N+:1](=[O:2])([O-:3])[c:4]1[cH:5][cH:6][c:7]([CH2:8][OH:9])[cH:10][cH:11]1>>[N+:1](=[O:2])([O-:3])[c:4]1[cH:5][cH:6][c:7]([CH2:8][Br:13])[cH:10][cH:11]1. Reactants: C(C=C)OC=1C=C(C(=O)OC)C=CC1 (methyl 3-(prop-2-enyloxy)benzoate), C[N+]1(CCOCC1)[O-] (4-methylmorpholine N-oxide), CC(=O)C (acetone). The reagents and catalysts are [Os](=O)(=O)(=O)=O (osmium tetroxide). Solvent: O (water). Run at time 15 minute. Yields the product OC(COC=1C=C(C(=O)OC)C=CC1)CO (methyl 3-(2,3-dihydoxypropyloxy)benzoate). Reaction SMILES: C([O:4][C:5]1[CH:6]=[C:7]([CH:12]=[CH:13][CH:14]=1)[C:8]([O:10][CH3:11])=[O:9])C=C.C[N+]1([O-])CC[O:19]CC1.[CH3:23][C:24]([CH3:26])=[O:25]>[Os](=O)(=O)(=O)=O.O>[OH:25][CH:24]([CH2:26][OH:19])[CH2:23][O:4][C:5]1[CH:6]=[C:7]([CH:12]=[CH:13][CH:14]=1)[C:8]([O:10][CH3:11])=[O:9]. Procedure: A solution of Example 460A (0.3 g, 1.5 mmol), 4-methylmorpholine N-oxide (0.55 g, 4.5 mmol) and osmium tetroxide (4 wt % solution in water 0.1 mL, 0.015 mmol) in 9:1/acetone:water was stirred at room temperature for 48 h. The reaction was quenched with 10% Na2S2O3 and stirred for 15 minutes, extracted with ethyl acetate, washed with brine, dried (Na2SO4), and concentrated to give the title compound. Reactants: N1=C2C(=NO1)C=C(C=C2)CCN2CCC1(OCCO1)CC2 (8-[2-(benzofurazan-5-yl)ethyl]-1,4-dioxa-8-aza spiro[4.5]decane), Cl (HCl), [OH-].[Na+] (sodium hydroxide). Yields the product N1=C2C(=NO1)C=C(C=C2)CCN2CCC(CC2)=O (1-[2-(benzofurazan-5-yl)ethyl]piperidin-4-one). Yield: 87.9%. Reaction SMILES: [N:1]1[O:5][N:4]=[C:3]2[CH:6]=[C:7]([CH2:10][CH2:11][N:12]3[CH2:21][CH2:20][C:15]4(OCC[O:16]4)[CH2:14][CH2:13]3)[CH:8]=[CH:9][C:2]=12.Cl.[OH-].[Na+]>>[N:1]1[O:5][N:4]=[C:3]2[CH:6]=[C:7]([CH2:10][CH2:11][N:12]3[CH2:21][CH2:20][C:15](=[O:16])[CH2:14][CH2:13]3)[CH:8]=[CH:9][C:2]=12 |f:2.3|. Procedure details: A solution of 8-[2-(benzofurazan-5-yl)ethyl]-1,4-dioxa-8-aza spiro[4.5]decane (20.0 g, 69.1 mmol) in 1N aqueous HCl (200 mL, 200 mmol) was heated to reflux for 1.5 hr. The cooled solution was adjusted to pH 8.5 with 40% aqueous sodium hydroxide and extracted with ethyl acetate (250 mL then 100 mL). The combined extracts were washed twice with 1N aqueous HCl (200 mL combined). The acid layers were heated to reflux for 1 hr and then cooled. Basification as above, extraction into ethyl acetate, dry... Reactants: CCOC(C)=O, C=C(C)C1CCC(C)=C1CCC=O, [Pd]. The product is CC1=C(CCC=O)C(C(C)C)CC1. As a reaction SMILES: [CH3:14][CH2:15][O:16][C:17](=[O:18])[CH3:19].[CH:1](=[O:2])[CH2:3][CH2:4][C:5]1=[C:6]([CH3:13])[CH2:7][CH2:8][CH:9]1[C:10](=[CH2:11])[CH3:12].[Pd:20]>>[CH:1](=[O:2])[CH2:3][CH2:4][C:5]1=[C:6]([CH3:13])[CH2:7][CH2:8][CH:9]1[CH:10]([CH3:11])[CH3:12]. The reactants are C1(=CC=CC=C1)NC1=CC=CC=C1 (diphenylamine), OCCCC1CCCC2=C(C=CC=C12)OCC(=O)OC (methyl [1-(3-hydroxypropyl)-1,2,3,4-tetrahydronaphthalen-5-yl]oxyacetate). Product: C1(=CC=CC=C1)N(C(=O)CCC1CCCC2=C(C=CC=C12)OCC(=O)OC)C1=CC=CC=C1 (methyl [1-(2-diphenylaminocarbonylethyl)-1,2,3,4-tetrahydronaphthalen-5-yl]oxyacetate). RXN SMILES: [C:1]1([NH:7][C:8]2[CH:13]=[CH:12][CH:11]=[CH:10][CH:9]=2)[CH:6]=[CH:5][CH:4]=[CH:3][CH:2]=1.[OH:14][CH2:15][CH2:16][CH2:17][CH:18]1[C:27]2[C:22](=[C:23]([O:28][CH2:29][C:30]([O:32][CH3:33])=[O:31])[CH:24]=[CH:25][CH:26]=2)[CH2:21][CH2:20][CH2:19]1>>[C:8]1([N:7]([C:1]2[CH:2]=[CH:3][CH:4]=[CH:5][CH:6]=2)[C:15]([CH2:16][CH2:17][CH:18]2[C:27]3[C:22](=[C:23]([O:28][CH2:29][C:30]([O:32][CH3:33])=[O:31])[CH:24]=[CH:25][CH:26]=3)[CH2:21][CH2:20][CH2:19]2)=[O:14])[CH:9]=[CH:10][CH:11]=[CH:12][CH:13]=1. Procedure: By the same procedure as reference example 1→reference example 2→example 1 (using diphenylamine instead of dibenzylamine), using methyl [1-(3-hydroxypropyl)-1,2,3,4-tetrahydronaphthalen-5-yl]oxyacetate instead of methyl(1-hydroxymethyl-1,2,3,4-tetrahydronaphthalen-5-yl)oxyacetate, was obtained methyl [1-(2-diphenylaminocarbonylethyl)-1,2,3,4-tetrahydronaphthalen-5-yl]oxyacetate. By the same procedure as example 2, using methyl [1-(2-diphenylaminocarbonylethyl)-1,2,3,4-tetrahydronaphtahalen-5-yl]...